From a dataset of the Open Reaction Database (ORD), a public repository of structured organic reaction records. describe an organic reaction: reactants, conditions, products, and yield Starting materials: C(C)OC(C1=C(C=CC=C1)NCCOCC)=O (2-(2-Ethoxy-ethylamino)-benzoic acid ethyl ester), C(C(=O)Cl)(=O)Cl (oxalylchloride), C(#N)CC(=O)O (cyanoacetic acid). Reagents/catalysts: CN(C)C=O (N,N′-dimethylformamide). The solvent is ClCCl (dichloromethane), O.C([O-])(O)=O.[Na+] (sodium bicarbonate water). Conditions: time 2 hour. Yields the product C(C)OC(C1=C(C=CC=C1)N(CCOCC)C(CC#N)=O)=O (2-[(2-Cyano-acetyl)-(2-ethoxy-ethyl)-amino]-benzoic acid ethyl ester). As a reaction SMILES: [C:1]([CH2:3][C:4](O)=[O:5])#[N:2].C(Cl)(=O)C(Cl)=O.[CH2:13]([O:15][C:16](=[O:29])[C:17]1[CH:22]=[CH:21][CH:20]=[CH:19][C:18]=1[NH:23][CH2:24][CH2:25][O:26][CH2:27][CH3:28])[CH3:14]>ClCCl.CN(C=O)C.O.C(=O)(O)[O-].[Na+]>[CH2:13]([O:15][C:16](=[O:29])[C:17]1[CH:22]=[CH:21][CH:20]=[CH:19][C:18]=1[N:23]([C:4](=[O:5])[CH2:3][C:1]#[N:2])[CH2:24][CH2:25][O:26][CH2:27][CH3:28])[CH3:14] |f:5.6.7|. Procedure: To a stirred mixture of commercially available cyanoacetic acid (1.1 eq, 0.118 g, 1.39 mmole) in dichloromethane was added oxalylchloride (0.353 g, 2.78 mmole, 0.236 mL) and 2 drops N,N′-dimethylformamide). The reaction was stirred for 2 hours at RT until homogenous solution developed. 2-(2-Ethoxy-ethylamino)-benzoic acid ethyl ester (1 eq, 0.300 g, 1.26 mmole) was added and the resulting solution was allowed to stir at RT overnight. Reaction mixture was diluted with saturated sodium bicarbonate... RXN SMILES: [CH3:37][NH2:38].[Cl:1][CH2:2][CH2:3][CH2:4][O:5][c:6]1[c:7]([CH:12]2[N:13]([c:17]3[c:18](=[O:36])[n:19](-[c:23]4[cH:24][c:25]([C:26](=[O:27])[NH:28][CH:29]5[CH2:30][CH2:31]5)[cH:32][cH:33][c:34]4[CH3:35])[cH:20][cH:21][n:22]3)[CH2:14][CH2:15][CH2:16]2)[cH:8][cH:9][cH:10][cH:11]1.[O:39]1[CH2:40][CH2:41][O:42][CH2:43][CH2:44]1>>[CH2:2]([CH2:3][CH2:4][O:5][c:6]1[c:7]([CH:12]2[N:13]([c:17]3[c:18](=[O:36])[n:19](-[c:23]4[cH:24][c:25]([C:26](=[O:27])[NH:28][CH:29]5[CH2:30][CH2:31]5)[cH:32][cH:33][c:34]4[CH3:35])[cH:20][cH:21][n:22]3)[CH2:14][CH2:15][CH2:16]2)[cH:8][cH:9][cH:10][cH:11]1)[NH:38][CH3:37]. Product: CNCCCOc1ccccc1C1CCCN1c1nccn(-c2cc(C(=O)NC3CC3)ccc2C)c1=O. Reactants: CN, Cc1ccc(C(=O)NC2CC2)cc1-n1ccnc(N2CCCC2c2ccccc2OCCCCl)c1=O, C1COCCO1. Reactants: CC(C)(C1=NOC(=N1)C)NC(=O)C1=NC(=CC=C1)Br (6-bromo-pyridine-2-carboxylic acid [1-methyl-1-(5-methyl-[1,2,4]oxadiazol-3-yl)-ethyl]-amide), ClC=1C=C(C=CC1F)B(O)O (B-(3-chloro-4-fluorophenyl)-boronic acid). The product is CC(C)(C1=NOC(=N1)C)NC(=O)C1=NC(=CC=C1)C1=CC(=C(C=C1)F)Cl (6-(3-Chloro-4-fluoro-phenyl)-pyridine-2-carboxylic acid [1-methyl-1-(5-methyl-[1,2,4]oxadiazol-3-yl)-ethyl]-amide). RXN SMILES: [CH3:1][C:2]([NH:10][C:11]([C:13]1[CH:18]=[CH:17][CH:16]=[C:15](Br)[N:14]=1)=[O:12])([C:4]1[N:8]=[C:7]([CH3:9])[O:6][N:5]=1)[CH3:3].[Cl:20][C:21]1[CH:22]=[C:23](B(O)O)[CH:24]=[CH:25][C:26]=1[F:27]>>[CH3:1][C:2]([NH:10][C:11]([C:13]1[CH:18]=[CH:17][CH:16]=[C:15]([C:23]2[CH:24]=[CH:25][C:26]([F:27])=[C:21]([Cl:20])[CH:22]=2)[N:14]=1)=[O:12])([C:4]1[N:8]=[C:7]([CH3:9])[O:6][N:5]=1)[CH3:3]. Procedure: The title compound was synthesized in analogy to Example 267 b, 6-bromo-pyridine-2-carboxylic acid [1-methyl-1-(5-methyl-[1,2,4]oxadiazol-3-yl)-ethyl]-amide (Example 267a) and B-(3-chloro-4-fluorophenyl)-boronic acid (CAN 144432-85-9) as starting materials, LC-MS (UV peak area/ESI) 91%, 375.1018 (M+H)+. Starting materials: Cc1ccccc1, CN(C)C=O, COc1c(F)cc(C(=O)O)cc1F, O=S(Cl)Cl. The product is COc1c(F)cc(C(=O)Cl)cc1F. RXN SMILES: [CH3:14][c:15]1[cH:16][cH:17][cH:18][cH:19][cH:20]1.[CH3:25][N:26]([CH3:27])[CH:28]=[O:29].[F:1][c:2]1[cH:3][c:4]([C:5](=[O:6])[OH:7])[cH:8][c:9]([F:13])[c:10]1[O:11][CH3:12].[S:21]([Cl:22])([Cl:23])=[O:24]>>[F:1][c:2]1[cH:3][c:4]([C:5](=[O:6])[Cl:23])[cH:8][c:9]([F:13])[c:10]1[O:11][CH3:12]. The reactants are C([O-])([O-])=O.[K+].[K+] (potassium carbonate), ClC1=CC=NC2=CC(=CC=C12)OC (4-chloro-7-methoxyquinoline), COC(=O)C1=CNC2=CC=CC=C12 (3-methoxycarbonyl-1H-indole). Solvent: CC(=O)N(C)C (dimethylacetamide), C(C)(=O)OCC (ethyl acetate), O (water). Conditions: temperature 140 celsius, time 20 hour. Product: COC(=O)C1=CN(C2=CC=CC=C12)C1=CC=NC2=CC(=CC=C12)OC (3-Methoxycarbonyl-1-(7-methoxyquinol-4-yl)-1H-indole). RXN SMILES: C(=O)([O-])[O-].[K+].[K+].Cl[C:8]1[C:17]2[C:12](=[CH:13][C:14]([O:18][CH3:19])=[CH:15][CH:16]=2)[N:11]=[CH:10][CH:9]=1.[CH3:20][O:21][C:22]([C:24]1[C:32]2[C:27](=[CH:28][CH:29]=[CH:30][CH:31]=2)[NH:26][CH:25]=1)=[O:23]>CC(N(C)C)=O.C(OCC)(=O)C.O>[CH3:20][O:21][C:22]([C:24]1[C:32]2[C:27](=[CH:28][CH:29]=[CH:30][CH:31]=2)[N:26]([C:8]2[C:17]3[C:12](=[CH:13][C:14]([O:18][CH3:19])=[CH:15][CH:16]=3)[N:11]=[CH:10][CH:9]=2)[CH:25]=1)=[O:23] |f:0.1.2|. Procedure details: 3.46 g (25 mmol) of potassium carbonate and 1.94 g (10 mmol) of 4-chloro-7-methoxyquinoline are added to 1.75 g (10 mmol) of 3-methoxycarbonyl-1H-indole in 50 cm3 of dimethylacetamide under an argon atmosphere. After stirring at a temperature in the region of 140° C. for 20 hours, the reaction mixture is cooled and diluted with 300 cm3 of ethyl acetate and 300 cm3 of water. The organic phase is separated off by settling and washed with three times 300 cm3 of water and 300 cm3 of saturated aqueou...